Dataset: the Open Reaction Database (ORD), a public repository of structured organic reaction records. Task: describe an organic reaction: reactants, conditions, products, and yield Starting materials: ClC1=NC=CC(=C1)OC=1C=CC(=NC1C)N1N=C(NC1=O)C1(CCC1)C(F)(F)F (1-(5((2-chloropyridin-4-yl)oxy)-6-methylpyridin-2-yl)-3-(1-(trifluoromethyl)cyclobutyl)-1H-1,2,4-triazol-5(4H)-one), CN1N=CC(=C1)B1OC(C(O1)(C)C)(C)C (1-methyl-4-(4,4,5,5-tetramethyl-1,3,2-dioxaborolan-2-yl)-1H-pyrazole), C(=O)([O-])[O-].[Cs+].[Cs+] (Cs2CO3). The reagents and catalysts are C=1C=CC(=CC1)[P](C=2C=CC=CC2)(C=3C=CC=CC3)[Pd]([P](C=4C=CC=CC4)(C=5C=CC=CC5)C=6C=CC=CC6)([P](C=7C=CC=CC7)(C=8C=CC=CC8)C=9C=CC=CC9)[P](C=1C=CC=CC1)(C=1C=CC=CC1)C=1C=CC=CC1 (Pd(PPh3)4). Solvent: CCO (EtOH). Conditions: temperature 100 celsius. Product: CC1=C(C=CC(=N1)N1N=C(NC1=O)C1(CCC1)C(F)(F)F)OC1=CC(=NC=C1)C=1C=NN(C1)C (1-(6-methyl-5-((2-(1-methyl-1H-pyrazol-4-yl)pyridin-4-yl)oxy)pyridin-2-yl)-3-(1-(trifluoromethyl)cyclobutyl)-1H-1,2,4-triazol-5(4H)-one). Isolated yield 4.9%. Reaction SMILES: Cl[C:2]1[CH:7]=[C:6]([O:8][C:9]2[CH:10]=[CH:11][C:12]([N:16]3[C:20](=[O:21])[NH:19][C:18]([C:22]4([C:26]([F:29])([F:28])[F:27])[CH2:25][CH2:24][CH2:23]4)=[N:17]3)=[N:13][C:14]=2[CH3:15])[CH:5]=[CH:4][N:3]=1.[CH3:30][N:31]1[CH:35]=[C:34](B2OC(C)(C)C(C)(C)O2)[CH:33]=[N:32]1.C([O-])([O-])=O.[Cs+].[Cs+]>CCO.C1C=CC([P]([Pd]([P](C2C=CC=CC=2)(C2C=CC=CC=2)C2C=CC=CC=2)([P](C2C=CC=CC=2)(C2C=CC=CC=2)C2C=CC=CC=2)[P](C2C=CC=CC=2)(C2C=CC=CC=2)C2C=CC=CC=2)(C2C=CC=CC=2)C2C=CC=CC=2)=CC=1>[CH3:15][C:14]1[N:13]=[C:12]([N:16]2[C:20](=[O:21])[NH:19][C:18]([C:22]3([C:26]([F:29])([F:28])[F:27])[CH2:25][CH2:24][CH2:23]3)=[N:17]2)[CH:11]=[CH:10][C:9]=1[O:8][C:6]1[CH:5]=[CH:4][N:3]=[C:2]([C:34]2[CH:33]=[N:32][N:31]([CH3:30])[CH:35]=2)[CH:7]=1 |f:2.3.4,^1:57,59,78,97|. Reported procedure: To a suspension of 1-(5((2-chloropyridin-4-yl)oxy)-6-methylpyridin-2-yl)-3-(1-(trifluoromethyl)cyclobutyl)-1H-1,2,4-triazol-5(4H)-one (0.240 g, 0.564 mmol), 1-methyl-4-(4,4,5,5-tetramethyl-1,3,2-dioxaborolan-2-yl)-1H-pyrazole (0.250 g, 1.202 mmol), Cs2CO3 (0.500 g, 1.535 mmol) and Pd(PPh3)4 (0.030 g, 0.026 mmol) in EtOH (20 mL) was heated at 100° C. The solvent from the reaction mixture was completely evaporated and the residue was partitioned between DCM (30 mL) and water (30 mL). The organic l... Reactants: C(C)(C)(C)NC(=O)C1=CN(C2=NC=C(N=C21)N2N=CC1=CC(=CC=C21)OC(F)F)COCC[Si](C)(C)C (N-tert-butyl-2-(5-(difluoromethoxy)-1H-indazol-1-yl)-5-((2-(trimethylsilyl)ethoxy)methyl)-5H-pyrrolo[2,3-b]pyrazine-7-carboxamide), FC(C(=O)O)(F)F (trifluoroacetic acid). Solvent: ClCCl (dichloromethane). Reaction conditions: time 15 hour. The product is C(C)(C)(C)NC(=O)C1=CNC2=NC=CN=C21 (5H-pyrrolo[2,3-b]pyrazine-7-carboxylic acid tert-butylamide). The yield is 103.4%. RXN SMILES: [C:1]([NH:5][C:6]([C:8]1[C:16]2[C:11](=[N:12][CH:13]=[C:14](N3C4C(=CC(OC(F)F)=CC=4)C=N3)[N:15]=2)[N:10](COCC[Si](C)(C)C)[CH:9]=1)=[O:7])([CH3:4])([CH3:3])[CH3:2].FC(F)(F)C(O)=O>ClCCl>[C:1]([NH:5][C:6]([C:8]1[C:16]2[C:11](=[N:12][CH:13]=[CH:14][N:15]=2)[NH:10][CH:9]=1)=[O:7])([CH3:4])([CH3:2])[CH3:3]. Procedure details: To a stirred solution of N-tert-butyl-2-(5-(difluoromethoxy)-1H-indazol-1-yl)-5-((2-(trimethylsilyl)ethoxy)methyl)-5H-pyrrolo[2,3-b]pyrazine-7-carboxamide (130 mg, 245 μmol) in dichloromethane (1 mL) was added trifluoroacetic acid (1 mL). After 15 h, then mixture was concentrated in vacuo and 25 mL of a Jan. 10, 1960 mixture of ammonium hydroxide/methanol/dichloromethane was added. After 1 h the mixture was concentrated in vacuo. Purification by chromatography (silica, 24 g Analogix column, 0-5%... Reaction conditions: temperature 45 celsius, time 5 minute. Reactants: [Na] (sodium), C1(=CC=CC=C1)N=[N+]=[N-] (phenyl azide), C(#N)CC(=O)OCC (ethyl cyanoacetate), material, [ 1953 ]. Reported procedure: A solution of sodium (2.04 g; 0.089 mole) in ethanol (50 ml) was added to a mixture of phenyl azide (11.9 g; 0.1 mole) and ethyl cyanoacetate (11.3 g; 0.1 mole) and the product gently warmed to 45° C. with stirring for 5 mins. After stirring at ambient temperature for a further 15 minutes the flask was immersed in water at room temperature for 3 hrs. A white solid separated which was filtered off after dilution of the mixture with water and washed with water. Recrystallisation from ethanol gave ... Solvent: C(C)O (ethanol), O (water). RXN SMILES: [Na].[C:2]1([N:8]=[N+:9]=[N-:10])[CH:7]=[CH:6][CH:5]=[CH:4][CH:3]=1.[C:11]([CH2:13][C:14]([O:16][CH2:17][CH3:18])=[O:15])#[N:12]>C(O)C.O>[NH2:12][C:11]1[N:8]([C:2]2[CH:7]=[CH:6][CH:5]=[CH:4][CH:3]=2)[N:9]=[N:10][C:13]=1[C:14]([O:16][CH2:17][CH3:18])=[O:15] |^1:0|. Yields the product NC1=C(N=NN1C1=CC=CC=C1)C(=O)OCC (Ethyl 5-amino-1-phenyl-1,2,3-triazole-4-carboxylate).